This data is from the Open Reaction Database (ORD), a public repository of structured organic reaction records. The task is: describe an organic reaction: reactants, conditions, products, and yield Reactants: ClC=1N=C(C2=C(N1)C(=NC=N2)SC2=CC=C(C=C2)F)N2CCOCC2 (2-chloro-8-(4-fluorophenyl-thio)-4-morpholino-pyrimido-[5,4-d]-pyrimidine), N1CCNCC1 (piperazine). The product is FC1=CC=C(C=C1)SC1=NC=NC2=C1N=C(N=C2N2CCOCC2)N2CCNCC2 (8-(4-Fluorophenyl-thio)-4-morpholino-2-piperazino-pyrimido-[5,4-d]-pyrimidine). RXN SMILES: Cl[C:2]1[N:3]=[C:4]([N:20]2[CH2:25][CH2:24][O:23][CH2:22][CH2:21]2)[C:5]2[N:11]=[CH:10][N:9]=[C:8]([S:12][C:13]3[CH:18]=[CH:17][C:16]([F:19])=[CH:15][CH:14]=3)[C:6]=2[N:7]=1.[NH:26]1[CH2:31][CH2:30][NH:29][CH2:28][CH2:27]1>>[F:19][C:16]1[CH:17]=[CH:18][C:13]([S:12][C:8]2[C:6]3[N:7]=[C:2]([N:26]4[CH2:31][CH2:30][NH:29][CH2:28][CH2:27]4)[N:3]=[C:4]([N:20]4[CH2:25][CH2:24][O:23][CH2:22][CH2:21]4)[C:5]=3[N:11]=[CH:10][N:9]=2)=[CH:14][CH:15]=1. Reported procedure: This compound was prepared analogous to Example 1 from 2-chloro-8-(4-fluorophenyl-thio)-4-morpholino-pyrimido-[5,4-d]-pyrimidine (m.p.: 213°-215° C.) and piperazine. Solvent: C(C)OCC (ethyl ether). RXN SMILES: [OH:1][C:2]([C:10]1[CH:15]=[CH:14][CH:13]=[CH:12][CH:11]=1)([CH3:9])[C:3](OCCCl)=[O:4].[C:16]([O:20][CH:21]([CH3:23])[CH3:22])(=[O:19])[CH2:17][OH:18].C(C1C=CC=CC=1)(C)(C)C>C(OCC)C>[OH:1][C:2]([C:10]1[CH:15]=[CH:14][CH:13]=[CH:12][CH:11]=1)([CH3:9])[C:3]([O:18][CH2:17][C:16]([O:20][CH:21]([CH3:23])[CH3:22])=[O:19])=[O:4]. Procedure details: A 4.5 mL aliquot of an ethyl ether solution containing 0.25M 2-chloroethyl 2-hydroxy-2-phenylpropionate, 0.25M isopropyl glycolate, and 1.0% tert-butylbenzene was added to 0.30 g Lipase P30. After mixing for 8 d at room temperature, the conversion of 2-chloroethyl 2-hydroxy-2-phenylpropionate to the title compound was estimated (by GC, Method B) to be approximately 10%. The GC peak assigned to the title compound was confirmed by HRMS calcd for C13H14O5Tms (M-CH3) 323.1314, obsd 323.1366. Starting materials: OC(C(=O)OCCCl)(C)C1=CC=CC=C1 (2-chloroethyl 2-hydroxy-2-phenylpropionate), C(CO)(=O)OC(C)C (isopropyl glycolate), C(C)(C)(C)C1=CC=CC=C1 (tert-butylbenzene), OC(C(=O)OCCCl)(C)C1=CC=CC=C1 (2-chloroethyl 2-hydroxy-2-phenylpropionate). Product: OC(C(=O)OCC(=O)OC(C)C)(C)C1=CC=CC=C1 (2-(1-methylethoxy)-2-oxoethyl 2-hydroxy-2-phenylpropionate). Reactants: O=C(n1ccnc1)n1ccnc1, ClCCl, Nc1ccccc1S(=O)(=O)NC1CC1. Product: O=C1Nc2ccccc2S(=O)(=O)N1C1CC1. RXN SMILES: [C:15](=[O:16])([n:17]1[cH:18][cH:19][n:20][cH:21]1)[n:22]1[cH:23][cH:24][n:25][cH:26]1.[Cl:27][CH2:28][Cl:29].[NH2:1][c:2]1[c:3]([S:8](=[O:9])(=[O:10])[NH:11][CH:12]2[CH2:13][CH2:14]2)[cH:4][cH:5][cH:6][cH:7]1>>[NH:1]1[c:2]2[c:3]([cH:4][cH:5][cH:6][cH:7]2)[S:8](=[O:9])(=[O:10])[N:11]([CH:12]2[CH2:13][CH2:14]2)[C:15]1=[O:16].